Dataset: the Open Reaction Database (ORD), a public repository of structured organic reaction records. Task: describe an organic reaction: reactants, conditions, products, and yield The reactants are ( 2 ), NC1=CC=CC=C1 (aniline), C(C)(C)(C)NC1=NC=CC=2C(=CC=CC12)C(=O)NC1=C(C=CC(=C1)C(NC1=CC(=CC=C1)C(F)(F)F)=O)C (1-(t-butylamino)-N-(2-methyl-5-((3-(trifluoromethyl)phenyl)carbamoyl)phenyl)isoquinoline-5-carboxamide), CC=1N=CN(C1)C=1C=C(N)C=C(C1)C(F)(F)F (3-(4-methyl-1H-imidazol-1-yl)-5-(trifluoromethyl)aniline). The product is NC1=NC=CC=2C(=CC=CC12)C(=O)NC1=C(C=CC(=C1)C(NC1=CC(=CC(=C1)C(F)(F)F)N1C=NC(=C1)C)=O)C (1-amino-N-(2-methyl-5-((3-(4-methyl-1H-imidazol-1-yl)-5-(trifluoromethyl)phenyl)carbamoyl)phenyl)isoquinoline-5-carboxamide). The yield is 7.5%. As a reaction SMILES: C([NH:5][C:6]1[C:15]2[CH:14]=[CH:13][CH:12]=[C:11]([C:16]([NH:18][C:19]3[CH:24]=[C:23]([C:25](=[O:37])NC4C=CC=C(C(F)(F)F)C=4)[CH:22]=[CH:21][C:20]=3[CH3:38])=[O:17])[C:10]=2[CH:9]=[CH:8][N:7]=1)(C)(C)C.[CH3:39][C:40]1[N:41]=[CH:42][N:43]([C:45]2[CH:46]=[C:47]([CH:49]=[C:50]([C:52]([F:55])([F:54])[F:53])[CH:51]=2)[NH2:48])[CH:44]=1.NC1C=CC=CC=1>>[NH2:5][C:6]1[C:15]2[CH:14]=[CH:13][CH:12]=[C:11]([C:16]([NH:18][C:19]3[CH:24]=[C:23]([C:25](=[O:37])[NH:48][C:47]4[CH:49]=[C:50]([C:52]([F:55])([F:53])[F:54])[CH:51]=[C:45]([N:43]5[CH:44]=[C:40]([CH3:39])[N:41]=[CH:42]5)[CH:46]=4)[CH:22]=[CH:21][C:20]=3[CH3:38])=[O:17])[C:10]=2[CH:9]=[CH:8][N:7]=1. Reported procedure: The procedures of Steps (1), (2) and (3) of Example 2 and Step (4) of Example 1 were repeated step by step, except for using 3-(4-methyl-1H-imidazol-1-yl)-5-(trifluoromethyl)aniline obtained in Step (1) above instead of aniline in Step (1) of Example 2 to obtain the title compound (3.0 mg, 7.5%). Reactants: CC1CCC=2CC3=CC=CC=C3C2C1 (3methyltetrahydrofluorene), C(CCC)[Li] (butyllithium), Cl[Si](C)(C)Cl (dichlorodimethylsilane). The product is CC1CC(C=2CC3=CC=CC=C3C2C1)[Si](C)(C)C1CC(CC=2C3=CC=CC=C3CC12)C (bis-(3-methyltetrahydro-fluorenyl) dimethylsilane). Yield: 28.9%. As a reaction SMILES: [CH3:1][CH:2]1[CH2:14][C:13]2[C:12]3[C:7](=[CH:8][CH:9]=[CH:10][CH:11]=3)[CH2:6][C:5]=2[CH2:4][CH2:3]1.[CH2:15]([Li])[CH2:16][CH2:17][CH3:18].Cl[Si:21](Cl)([CH3:23])[CH3:22]>>[CH3:1][CH:2]1[CH2:14][C:13]2[C:12]3[C:7](=[CH:8][CH:9]=[CH:10][CH:11]=3)[CH2:6][C:5]=2[CH:4]([Si:21]([CH:15]2[C:5]3[CH2:6][C:7]4[C:12](=[CH:11][CH:10]=[CH:9][CH:8]=4)[C:13]=3[CH2:14][CH:17]([CH3:18])[CH2:16]2)([CH3:23])[CH3:22])[CH2:3]1. Procedure: Following the procedure described in example 1 [step (c)], 3methyltetrahydrofluorene (3.00 g, 16.3 mmol), butyllithium (16.30 mmol) and dichlorodimethylsilane (0.99 ml, 8.15 mmol) gave bis-(3-methyltetrahydro-fluorenyl) dimethylsilane (1.00 g, 29%) as a white solid that was recrystallized from hexane; mp 179-180° C., 1H NMR (CDCl3): δ7.38-6.90 (m, 6H, arom), 3.47 (s, 2H, C5), 2.50-2.45 (m, 8H), 2.48 (s, 6H, CH3), 1.87-1.58 (m, 8H), −0.27 (s, 6H, Si—CH3). Analysis calculated for C30H36Si: C, 84.8...